Dataset: the Open Reaction Database (ORD), a public repository of structured organic reaction records. Task: describe an organic reaction: reactants, conditions, products, and yield Reactants: NC(=O)c1cc(C(O)CN(Cc2ccccc2)Cc2ccccc2)cc2cc[nH]c12, CO. The product is NCC(O)c1cc(C(N)=O)c2[nH]ccc2c1. As a reaction SMILES: [CH2:1]([N:8]([CH2:2][c:3]1[cH:4][cH:5][cH:6][cH:7][cH:24]1)[CH2:9][CH:10]([OH:11])[c:12]1[cH:13][c:14]2[cH:15][cH:16][nH:17][c:18]2[c:19]([C:21](=[O:22])[NH2:23])[cH:20]1)[c:25]1[cH:26][cH:27][cH:28][cH:29][cH:30]1.[CH3:31][OH:32]>>[NH2:8][CH2:9][CH:10]([OH:11])[c:12]1[cH:13][c:14]2[cH:15][cH:16][nH:17][c:18]2[c:19]([C:21](=[O:22])[NH2:23])[cH:20]1. The reactants are CC#N, NN, CSc1nc(N)nc(S(C)=O)c1C#N, O. Yields the product CSc1nc(N)nc(NN)c1C#N. As a reaction SMILES: [CH3:18][C:19]#[N:20].[NH2:16][NH2:17].[NH2:1][c:2]1[n:3][c:4]([S:13][CH3:14])[c:5]([C:11]#[N:12])[c:6]([S:8]([CH3:9])=[O:10])[n:7]1.[OH2:15]>>[NH2:1][c:2]1[n:3][c:4]([S:13][CH3:14])[c:5]([C:11]#[N:12])[c:6]([NH:16][NH2:17])[n:7]1. Starting materials: C(C=C)[C@H]1C(N([C@@H]([C@H](C1)C1=CC(=CC=C1)Cl)C1=CC=C(C=C1)Cl)[C@H](CO)CC)=O ((3R,5R,6S)-3-allyl-5-(3-chlorophenyl)-6-(4-chlorophenyl)-1-((S)-1-hydroxybutan-2-yl)piperidin-2-one), O (water), CC(=O)OI1(C=2C=CC=CC2C(=O)O1)(OC(=O)C)OC(=O)C (Dess-Martin periodinane). Run in C(Cl)Cl (DCM). Run at time 1 hour. Product: C(C=C)[C@H]1C(N([C@@H]([C@H](C1)C1=CC(=CC=C1)Cl)C1=CC=C(C=C1)Cl)[C@H](C=O)CC)=O ((S)-2-((3R,5R,6S)-3-allyl-5-(3-chlorophenyl)-6-(4-chlorophenyl)-2-oxopiperidin-1-yl)butanal). As a reaction SMILES: [CH2:1]([C@@H:4]1[CH2:9][C@H:8]([C:10]2[CH:15]=[CH:14][CH:13]=[C:12]([Cl:16])[CH:11]=2)[C@@H:7]([C:17]2[CH:22]=[CH:21][C:20]([Cl:23])=[CH:19][CH:18]=2)[N:6]([C@@H:24]([CH2:27][CH3:28])[CH2:25][OH:26])[C:5]1=[O:29])[CH:2]=[CH2:3].O.CC(OI1(OC(C)=O)(OC(C)=O)OC(=O)C2C=CC=CC1=2)=O>C(Cl)Cl>[CH2:1]([C@@H:4]1[CH2:9][C@H:8]([C:10]2[CH:15]=[CH:14][CH:13]=[C:12]([Cl:16])[CH:11]=2)[C@@H:7]([C:17]2[CH:18]=[CH:19][C:20]([Cl:23])=[CH:21][CH:22]=2)[N:6]([C@@H:24]([CH2:27][CH3:28])[CH:25]=[O:26])[C:5]1=[O:29])[CH:2]=[CH2:3]. Reported procedure: To a mixture of 2.00 g (4.63 mmol) (3R,5R,6S)-3-allyl-5-(3-chlorophenyl)-6-(4-chlorophenyl)-1-((S)-1-hydroxybutan-2-yl)piperidin-2-one (Example 126, Step B) in water (0.125 g, 6.94 mmol) and DCM (50 mL) was added Dess-Martin periodinane (2.94 g, 6.94 mmol) at ambient temperature. After being stirred for 1 h (no SM detected by TLC), the reaction was quenched by addition of 10 mL of 0.5 M Na2S2O3, extracted with DCM, and washed with sat. aq. NaHCO3 solution and sat. aq. NaCl solution. The combined...